Dataset: the Open Reaction Database (ORD), a public repository of structured organic reaction records. Task: describe an organic reaction: reactants, conditions, products, and yield The reactants are [Se](=O)=O (selenium dioxide), [OH-].[Na+] (NaOH), BrC=1C=CC=C2C(=CC=NC12)C (8-bromo-4-methylquinoline), BrC=1C=CC=C2C(=CC=NC12)C (8-bromo-4-methylquinoline). The solvent is O1CCOCC1 (dioxane), O (water). Run at temperature 77 celsius. Product: BrC=1C=CC=C2C(=CC=NC12)C=O (8-bromoquinoline-4-carbaldehyde). Reaction SMILES: [Se](=O)=O.[Br:4][C:5]1[CH:6]=[CH:7][CH:8]=[C:9]2[C:14]=1[N:13]=[CH:12][CH:11]=[C:10]2[CH3:15].[OH-:16].[Na+]>O1CCOCC1.O>[Br:4][C:5]1[CH:6]=[CH:7][CH:8]=[C:9]2[C:14]=1[N:13]=[CH:12][CH:11]=[C:10]2[CH:15]=[O:16] |f:2.3|. Reported procedure: As shown in step 9-iii of Scheme 9, selenium dioxide (764.7 g, 6.754 mol) was taken up in 3.25 L of dioxane and 500 mL of water. The stirred solution was heated to 77° C. and 8-bromo-4-methylquinoline (compound 2030, 500 g, 2.251 mol) was added in one portion. The reaction mixture was stirred at reflux for 30 minutes and then cooled with a water bath to about 45° C., at which temperature a precipitate was observed. The suspension was filtered through diatomaceous earth which was subsequently was... Starting materials: C(C)OC(CC(=O)Cl)=O (chlorocarbonylacetic acid ethyl ester), C(C)OC(CC(=O)Cl)=O (chlorocarbonylacetic acid ethyl ester), C(C)OC(C=1C(NCC)=CC(=C(C1)C(CCC)=O)C)=O (N-ethyl-5-butyryl-4-methylanthranilic acid ethyl ester), C(C)N(C(C)C)C(C)C (ethyl diisopropylamine). Run in C1(=CC=CC=C1)C (toluene), C1(=CC=CC=C1)C (toluene), C1(=CC=CC=C1)C (toluene). Reaction conditions: time 10 hour. Yields the product C(C)OC(C=1C(N(C(CC(=O)OCC)=O)CC)=CC(=C(C1)C(CCC)=O)C)=O (N-ethyl-5-butyryl-4-methyl-N-(1'-oxo-2'-ethoxycarbonylethyl)-anthranilic acid ethyl ester). Reaction SMILES: [CH2:1]([O:3][C:4](=[O:20])[C:5]1[C:6](=[CH:10][C:11]([CH3:19])=[C:12]([C:14](=[O:18])[CH2:15][CH2:16][CH3:17])[CH:13]=1)[NH:7][CH2:8][CH3:9])[CH3:2].C(N(C(C)C)C(C)C)C.[CH2:30]([O:32][C:33](=[O:38])[CH2:34][C:35](Cl)=[O:36])[CH3:31]>C1(C)C=CC=CC=1>[CH2:1]([O:3][C:4](=[O:20])[C:5]1[C:6](=[CH:10][C:11]([CH3:19])=[C:12]([C:14](=[O:18])[CH2:15][CH2:16][CH3:17])[CH:13]=1)[N:7]([CH2:8][CH3:9])[C:35](=[O:36])[CH2:34][C:33]([O:32][CH2:30][CH3:31])=[O:38])[CH3:2]. Procedure details: 13.86 g of the above anthranilic acid ethyl ester are dissolved in 140 ml of absolute toluene and 6.45 g of ethyl diisopropylamine are added. A solution of 7.6 g of chlorocarbonylacetic acid ethyl ester in 75 ml of absolute toluene is added dropwise at room temperature to this solution over a period of 30 minutes. After stirring for 10 hours at room temperature, a further 7.6 g of chlorocarbonylacetic acid ethyl ester in toluene are added dropwise in the course of 15 minutes and the mixture is s... Yields the product C(=O)(O)C(CC1=CC(=CC=C1)O)NC1=NC2=CC=C(C=C2C=C1C(=O)O)Cl (2-[1-Carboxy-2-(3-hydroxy-phenyl)-ethylamino]-6-chloro-quinoline-3-carboxylic acid). The reactants are ClC1=NC2=CC=C(C=C2C=C1C(=O)O)Cl (2,6-dichloroquinoline-3-carboxylic acid), OC=1C=C(CC(N)C(=O)O)C=CC1 (3-hydroxy-DL-phenylalanine). RXN SMILES: Cl[C:2]1[C:11]([C:12]([OH:14])=[O:13])=[CH:10][C:9]2[C:4](=[CH:5][CH:6]=[C:7]([Cl:15])[CH:8]=2)[N:3]=1.[OH:16][C:17]1[CH:18]=[C:19]([CH:26]=[CH:27][CH:28]=1)[CH2:20][CH:21]([C:23]([OH:25])=[O:24])[NH2:22]>>[C:23]([CH:21]([NH:22][C:2]1[C:11]([C:12]([OH:14])=[O:13])=[CH:10][C:9]2[C:4](=[CH:5][CH:6]=[C:7]([Cl:15])[CH:8]=2)[N:3]=1)[CH2:20][C:19]1[CH:26]=[CH:27][CH:28]=[C:17]([OH:16])[CH:18]=1)([OH:25])=[O:24]. Procedure: In close analogy to the procedure described in Example 32, 2,6-dichloroquinoline-3-carboxylic acid is reacted with 3-hydroxy-DL-phenylalanine and crude product is separated by flash chromatography on SiO2 to provide the title compound in low yield. Yields the product COC(=O)c1ccc(CO)c([N+](=O)[O-])c1. RXN SMILES: [CH3:20][OH:21].[OH:1][CH2:2][c:3]1[c:4]([N+:12](=[O:13])[O-:14])[cH:5][c:6]([C:7](=[O:8])[OH:9])[cH:10][cH:11]1.[S:15](=[O:16])(=[O:17])([OH:18])[OH:19]>>[OH:1][CH2:2][c:3]1[c:4]([N+:12](=[O:13])[O-:14])[cH:5][c:6]([C:7]([O:8][CH3:20])=[O:9])[cH:10][cH:11]1. The reactants are CO, O=C(O)c1ccc(CO)c([N+](=O)[O-])c1, O=S(=O)(O)O.